From a dataset of the Open Reaction Database (ORD), a public repository of structured organic reaction records. describe an organic reaction: reactants, conditions, products, and yield Starting materials: CC(C)C(=O)Nc1cccc(C2CCN(CCCN)CC2)n1, O=C(O)C(c1ccccc1)(c1ccccc1)c1ccccc1. Product: CC(C)C(=O)Nc1cccc(C2CCN(CCCNC(=O)C(c3ccccc3)(c3ccccc3)c3ccccc3)CC2)n1. RXN SMILES: [NH2:23][CH2:24][CH2:25][CH2:26][N:27]1[CH2:28][CH2:29][CH:30]([c:33]2[cH:34][cH:35][cH:36][c:37]([NH:39][C:40]([CH:41]([CH3:42])[CH3:43])=[O:44])[n:38]2)[CH2:31][CH2:32]1.[c:1]1([C:7]([C:8](=[O:9])[OH:10])([c:11]2[cH:12][cH:13][cH:14][cH:15][cH:16]2)[c:17]2[cH:18][cH:19][cH:20][cH:21][cH:22]2)[cH:2][cH:3][cH:4][cH:5][cH:6]1>>[c:1]1([C:7]([C:8](=[O:9])[NH:23][CH2:24][CH2:25][CH2:26][N:27]2[CH2:28][CH2:29][CH:30]([c:33]3[cH:34][cH:35][cH:36][c:37]([NH:39][C:40]([CH:41]([CH3:42])[CH3:43])=[O:44])[n:38]3)[CH2:31][CH2:32]2)([c:11]2[cH:12][cH:13][cH:14][cH:15][cH:16]2)[c:17]2[cH:18][cH:19][cH:20][cH:21][cH:22]2)[cH:2][cH:3][cH:4][cH:5][cH:6]1.